This data is from the Open Reaction Database (ORD), a public repository of structured organic reaction records. The task is: describe an organic reaction: reactants, conditions, products, and yield Reactants: (R,S)-epoxide, CC(C)(C)OC (MTBE), FC=1C=C2CC[C@@H](OC2=CC1)[C@H]1OC1 ((2R)-6-fluoro-2-[(2S)-oxiran-2-yl]-3,4-dihydro-2H-chromene). Product: FC=1C=C2CC[C@@H](OC2=CC1)[C@@H]1OC1 ((2R)-6-fluoro-2-[(2R)-oxiran-2-yl]-3,4-dihydro-2H-chromene). The yield is 100.0%. Reaction SMILES: CC(OC)(C)C.[F:7][C:8]1[CH:9]=[C:10]2[C:15](=[CH:16][CH:17]=1)[O:14][C@@H:13]([C@@H:18]1[CH2:20][O:19]1)[CH2:12][CH2:11]2>>[F:7][C:8]1[CH:9]=[C:10]2[C:15](=[CH:16][CH:17]=1)[O:14][C@@H:13]([C@H:18]1[CH2:20][O:19]1)[CH2:12][CH2:11]2. Procedure details: The resulting catalyst residue was dissolved in (2R)-6-fluoro-2-[(2S)-oxiran-2-yl]-3,4-dihydro-2H-chromene (0.97 g), (2R)-6-fluoro-2-[(2R)-oxiran-2-yl]-3,4-dihydro-2H-chromene (0.97 g) [(R,R)-,(R,S)-epoxide diastereoisomeric mixture)] and MTBE (2.36 ml) and the mixture obtained was treated with H2O (0.099 g). The reactants are Cc1ccc(S(=O)(=O)N(CCCN2C(=O)c3ccccc3C2=O)CCC(F)(F)CO)cc1, C1CCCCC1, CS(=O)(=O)Cl, CC(C)=O, ClCCl, c1ccncc1. Yields the product Cc1ccc(S(=O)(=O)N(CCCN2C(=O)c3ccccc3C2=O)CCC(F)(F)COS(C)(=O)=O)cc1. Reaction SMILES: [C:1]1(=[O:32])[c:2]2[c:3]([cH:28][cH:29][cH:30][cH:31]2)[C:4](=[O:27])[N:5]1[CH2:6][CH2:7][CH2:8][N:9]([CH2:10][CH2:11][C:12]([CH2:13][OH:14])([F:15])[F:16])[S:17](=[O:18])(=[O:19])[c:20]1[cH:21][cH:22][c:23]([CH3:26])[cH:24][cH:25]1.[CH2:44]1[CH2:45][CH2:46][CH2:47][CH2:48][CH2:49]1.[CH3:39][S:40](=[O:41])(=[O:42])[Cl:43].[CH3:50][C:51]([CH3:52])=[O:53].[Cl:54][CH2:55][Cl:56].[cH:33]1[cH:34][cH:35][n:36][cH:37][cH:38]1>>[C:1]1(=[O:32])[c:2]2[c:3]([cH:28][cH:29][cH:30][cH:31]2)[C:4](=[O:27])[N:5]1[CH2:6][CH2:7][CH2:8][N:9]([CH2:10][CH2:11][C:12]([CH2:13][O:14][S:40]([CH3:39])(=[O:41])=[O:42])([F:15])[F:16])[S:17](=[O:18])(=[O:19])[c:20]1[cH:21][cH:22][c:23]([CH3:26])[cH:24][cH:25]1. The reactants are Brc1cccnc1, CS(C)=O, [I-], [K+], [K+], [OH-], Oc1ccc2c(c1)CCC(c1ccccc1)O2. Yields the product c1ccc(C2CCc3cc(Oc4cccnc4)ccc3O2)cc1. RXN SMILES: [Br:18][c:19]1[cH:20][n:21][cH:22][cH:23][cH:24]1.[CH3:29][S:30]([CH3:31])=[O:32].[I-:28].[K+:26].[K+:27].[OH-:25].[c:1]1([CH:7]2[O:8][c:9]3[cH:10][cH:11][c:12]([OH:17])[cH:13][c:14]3[CH2:15][CH2:16]2)[cH:2][cH:3][cH:4][cH:5][cH:6]1>>[c:1]1([CH:7]2[O:8][c:9]3[cH:10][cH:11][c:12]([O:17][c:19]4[cH:20][n:21][cH:22][cH:23][cH:24]4)[cH:13][c:14]3[CH2:15][CH2:16]2)[cH:2][cH:3][cH:4][cH:5][cH:6]1.